From a dataset of the Open Reaction Database (ORD), a public repository of structured organic reaction records. describe an organic reaction: reactants, conditions, products, and yield Reactants: COc1cccc2sc(C(=O)C3CCNCC3)nc12, CCN(C(C)C)C(C)C, O=C1CSc2ccc(C(=O)CCl)cc2N1, CN(C)C=O. Product: COc1cccc2sc(C(=O)C3CCN(CC(=O)c4ccc5c(c4)NC(=O)CS5)CC3)nc12. Reaction SMILES: [CH3:1][O:2][c:3]1[cH:4][cH:5][cH:6][c:7]2[c:8]1[n:9][c:10]([C:12](=[O:13])[CH:14]1[CH2:15][CH2:16][NH:17][CH2:18][CH2:19]1)[s:11]2.[CH:35]([N:36]([CH2:37][CH3:38])[CH:39]([CH3:40])[CH3:41])([CH3:42])[CH3:43].[Cl:20][CH2:21][C:22](=[O:23])[c:24]1[cH:25][cH:26][c:27]2[c:28]([cH:34]1)[NH:29][C:30](=[O:33])[CH2:31][S:32]2.[O:44]=[CH:45][N:46]([CH3:47])[CH3:48]>>[CH3:1][O:2][c:3]1[cH:4][cH:5][cH:6][c:7]2[c:8]1[n:9][c:10]([C:12](=[O:13])[CH:14]1[CH2:15][CH2:16][N:17]([CH2:21][C:22](=[O:23])[c:24]3[cH:25][cH:26][c:27]4[c:28]([cH:34]3)[NH:29][C:30](=[O:33])[CH2:31][S:32]4)[CH2:18][CH2:19]1)[s:11]2. Isolated yield 48.8%. Procedure details: By the reaction and treatment in the same manner as in Example 12 using 6-bromochroman-4-carboxylic acid (0.54 g) and [(4-dimethylaminophenyl)methyl](4-isopropylphenyl)amine (0.57 g) as starting materials, 6-bromo-N-[(4-dimethylaminophenyl)methyl]-N-(4-isopropylphenyl)chroman-4-carboxamide (0.52 g) was obtained. The reactants are BrC=1C=C2C(CCOC2=CC1)C(=O)O (6-bromochroman-4-carboxylic acid), CN(C1=CC=C(C=C1)CNC1=CC=C(C=C1)C(C)C)C ([(4-dimethylaminophenyl)methyl](4-isopropylphenyl)amine). Yields the product BrC=1C=C2C(CCOC2=CC1)C(=O)N(C1=CC=C(C=C1)C(C)C)CC1=CC=C(C=C1)N(C)C (6-bromo-N-[(4-dimethylaminophenyl)methyl]-N-(4-isopropylphenyl)chroman-4-carboxamide). RXN SMILES: [Br:1][C:2]1[CH:3]=[C:4]2[C:9](=[CH:10][CH:11]=1)[O:8][CH2:7][CH2:6][CH:5]2[C:12]([OH:14])=O.[CH3:15][N:16]([CH3:34])[C:17]1[CH:22]=[CH:21][C:20]([CH2:23][NH:24][C:25]2[CH:30]=[CH:29][C:28]([CH:31]([CH3:33])[CH3:32])=[CH:27][CH:26]=2)=[CH:19][CH:18]=1>>[Br:1][C:2]1[CH:3]=[C:4]2[C:9](=[CH:10][CH:11]=1)[O:8][CH2:7][CH2:6][CH:5]2[C:12]([N:24]([CH2:23][C:20]1[CH:19]=[CH:18][C:17]([N:16]([CH3:34])[CH3:15])=[CH:22][CH:21]=1)[C:25]1[CH:26]=[CH:27][C:28]([CH:31]([CH3:33])[CH3:32])=[CH:29][CH:30]=1)=[O:14]. The reactants are CC(C)OC(=O)/N=N/C(=O)OC(C)C (DIAD), C1(=C(C=CC=C1)C(=O)N1C(CCC(=C1)OC)CO)C1=CC=CC=C1 (biphenyl-2-yl(2-(hydroxymethyl)-5-methoxy-3,4-dihydropyridin-1 (2H)-yl)methanone), C1(C=2C(C(N1)=O)=CC=CC2)=O (phthalimide), C1=CC=C(C=C1)P(C2=CC=CC=C2)C3=CC=CC=C3 (PPh3). The solvent is C1CCOC1 (THF). Reaction conditions: time 8 hour. Yields the product C=1(C(=CC=CC1)C(=O)N1C(CCC(C1)(OC)OC)CN1C(C2=CC=CC=C2C1=O)=O)C1=CC=CC=C1 (2-((1-(biphenylcarbonyl)-5,5-dimethoxypiperidin-2-yl)methyl)isoindoline-1,3-dione), C1(=CC=CC=C1)P(C1=CC=CC=C1)(C1=CC=CC=C1)=O (triphenylphosphine oxide). RXN SMILES: C[CH:2]([O:4]C(/N=N/C(OC(C)C)=O)=O)C.[C:15]1(C2C=CC=CC=2)[CH:20]=[CH:19][CH:18]=[CH:17][C:16]=1[C:21]([N:23]1[CH:28]=[C:27]([O:29][CH3:30])[CH2:26][CH2:25][CH:24]1[CH2:31]O)=[O:22].[C:39]1(=[O:49])[NH:43][C:42](=[O:44])[C:41]2=[CH:45][CH:46]=[CH:47][CH:48]=[C:40]12.[CH:50]1[CH:55]=[CH:54][C:53]([P:56]([C:63]2[CH:68]=[CH:67][CH:66]=[CH:65][CH:64]=2)[C:57]2[CH:62]=[CH:61][CH:60]=[CH:59][CH:58]=2)=[CH:52][CH:51]=1>C1COCC1>[C:15]1([C:50]2[CH:55]=[CH:54][CH:53]=[CH:52][CH:51]=2)[C:16]([C:21]([N:23]2[CH2:28][C:27]([O:4][CH3:2])([O:29][CH3:30])[CH2:26][CH2:25][CH:24]2[CH2:31][N:43]2[C:39](=[O:49])[C:40]3[C:41](=[CH:45][CH:46]=[CH:47][CH:48]=3)[C:42]2=[O:44])=[O:22])=[CH:17][CH:18]=[CH:19][CH:20]=1.[C:57]1([P:56](=[O:4])([C:53]2[CH:52]=[CH:51][CH:50]=[CH:55][CH:54]=2)[C:63]2[CH:68]=[CH:67][CH:66]=[CH:65][CH:64]=2)[CH:62]=[CH:61][CH:60]=[CH:59][CH:58]=1. Reported procedure: DIAD (15.15 mmol, 2.93 mL) was added to a mixture of (biphenyl-2-yl(2-(hydroxymethyl)-5-methoxy-3,4-dihydropyridin-1 (2H)-yl)methanone (4.5 mmol, 1.63 g), phthalimide (15.15 mmol, 2.23 g) and PPh3 (15.15 mmol, 3.97 g) in anhydrous THF dropwise at 0° C. under argon. The resulting mixture was stirred at rt for overnight and concentrated in vacuo to give a crude residue which was purified by chromatography to give the desired 2-((1-(biphenylcarbonyl)-5,5-dimethoxypiperidin-2-yl)methyl)isoindoline-1... Starting materials: Oc1c(Cl)cc(OCC=C(Cl)Cl)cc1Cl, OCCC=Cc1cccc(F)c1, C1CCOC1, c1ccc(P(c2ccccc2)c2ccccc2)cc1. The product is Fc1cccc(C=CCCOc2c(Cl)cc(OCC=C(Cl)Cl)cc2Cl)c1. As a reaction SMILES: [Cl:13][c:14]1[c:15]([OH:27])[c:16]([Cl:26])[cH:17][c:18]([O:20][CH2:21][CH:22]=[C:23]([Cl:24])[Cl:25])[cH:19]1.[F:1][c:2]1[cH:3][c:4]([CH:8]=[CH:9][CH2:10][CH2:11][OH:12])[cH:5][cH:6][cH:7]1.[O:47]1[CH2:48][CH2:49][CH2:50][CH2:51]1.[c:28]1([P:29]([c:30]2[cH:31][cH:32][cH:33][cH:34][cH:35]2)[c:36]2[cH:37][cH:38][cH:39][cH:40][cH:41]2)[cH:42][cH:43][cH:44][cH:45][cH:46]1>>[F:1][c:2]1[cH:3][c:4]([CH:8]=[CH:9][CH2:10][CH2:11][O:12][c:15]2[c:14]([Cl:13])[cH:19][c:18]([O:20][CH2:21][CH:22]=[C:23]([Cl:24])[Cl:25])[cH:17][c:16]2[Cl:26])[cH:5][cH:6][cH:7]1. Reactants: C[O-].[Na+] (sodium methoxide), COC1=CC=C(C=C1)CC#N (4-methoxyphenylacetonitrile), N(=[N+]=[N-])C1=C(C=C(C=C1)C(F)(F)F)F (1-azido-2-fluoro-4-trifluoromethyl-benzene). The solvent is CO (methanol). The product is FC1=C(C=CC(=C1)C(F)(F)F)N1N=NC(=C1N)C1=CC=C(C=C1)OC (3-(2-Fluoro-4-trifluoromethyl-phenyl)-5-(4-methoxy-phenyl)-3H-[1,2,3]triazol-4-ylamine). Yield: 1.7%. Reaction SMILES: C[O-].[Na+].[CH3:4][O:5][C:6]1[CH:11]=[CH:10][C:9]([CH2:12][C:13]#[N:14])=[CH:8][CH:7]=1.[N:15]([C:18]1[CH:23]=[CH:22][C:21]([C:24]([F:27])([F:26])[F:25])=[CH:20][C:19]=1[F:28])=[N+:16]=[N-:17]>CO>[F:28][C:19]1[CH:20]=[C:21]([C:24]([F:26])([F:27])[F:25])[CH:22]=[CH:23][C:18]=1[N:15]1[C:13]([NH2:14])=[C:12]([C:9]2[CH:10]=[CH:11][C:6]([O:5][CH3:4])=[CH:7][CH:8]=2)[N:17]=[N:16]1 |f:0.1|. Reported procedure: To a stirred and ice-cooled solution of sodium methoxide (1.659 g, 30.7146 mmol) in methanol (50 ml), 4-methoxyphenylacetonitrile (3.728 g, 24.5717 mmol) and 1-azido-2-fluoro-4-trifluoromethyl-benzene (4.200 g, 20.4764 mmol) are added portion wise and the mixture is allowed attain room temperature spontaneously and refluxed overnight. The resulting reaction mixture is concentrated, added water, and extracted with chloroform (3×100 mL). The combined organic layers are dried over MgSO4, filtered a... The reactants are Cl (HCl), C(C)(C)OC(=O)C1=NC(=C(C=C1)Br)C (5-bromo-6-methyl-pyridine-2-carboxylic acid isopropyl ester), Pd(dppf), O1CCOCC1 (dioxane). Reagents/catalysts: C[CH2-].C[CH2-].[Zn+2] (Diethyl zink). The solvent is ice water, CC(OCC)=O (EA). Run at temperature 80 celsius, time 18 hour. The product is C(C)(C)OC(=O)C1=NC(=C(C=C1)CC)C (5-ethyl-6-methyl-pyridine-2-carboxylic acid isopropyl ester). Reaction SMILES: [CH:1]([O:4][C:5]([C:7]1[CH:12]=[CH:11][C:10](Br)=[C:9]([CH3:14])[N:8]=1)=[O:6])([CH3:3])[CH3:2].Cl.O1CCO[CH2:18][CH2:17]1>CC(=O)OCC.C[CH2-].C[CH2-].[Zn+2]>[CH:1]([O:4][C:5]([C:7]1[CH:12]=[CH:11][C:10]([CH2:17][CH3:18])=[C:9]([CH3:14])[N:8]=1)=[O:6])([CH3:3])[CH3:2] |f:4.5.6|. Reported procedure: Diethyl zink (9.78 g, 79.2 mmol) is added to a solution of 5-bromo-6-methyl-pyridine-2-carboxylic acid isopropyl ester (14.6 g, 56.5 mmol, prepared in analogy to 5-bromo-6-methyl-pyridine-2-carboxylic acid ethyl ester) and Pd(dppf) (461 mg, 0.565 mmol) in dioxane (250 mL). The mixture is stirred at 80° C. for 18 h before it is cooled to rt, diluted with ice-water (150 mL) and EA (250 mL) and acidified with 2 N aq. HCl. The org. layer is separated and the aq. phase is extracted with EA (3×100 mL)... Starting materials: [C-]#N.[Na+] (Sodium cyanide), C(C)(C)(C)OC(=O)N[C@H](COS(=O)(=O)C)C (Methanesulfonic acid 2-(S)-tert-butoxycarbonylamino-propyl ester). Reagents/catalysts: [Br-].C(CCC)[N+](CCCC)(CCCC)CCCC (tetrabutylammonium bromide), [Br-].C(CCC)[N+](CCCC)(CCCC)CCCC (Tetrabutylammonium bromide). The solvent is CN(C=O)C (dimethylformamide). Run at temperature 35 celsius, time 30 minute. The product is C(C)(C)(C)OC(N[C@H](CC#N)C)=O ((S)-(2-Cyano-1-methyl-ethyl)-carbamic acid tert-butyl ester). RXN SMILES: [C-:1]#[N:2].[Na+].[C:4]([O:8][C:9]([NH:11][C@@H:12]([CH3:19])[CH2:13]OS(C)(=O)=O)=[O:10])([CH3:7])([CH3:6])[CH3:5]>[Br-].C([N+](CCCC)(CCCC)CCCC)CCC.CN(C)C=O>[C:4]([O:8][C:9](=[O:10])[NH:11][C@@H:12]([CH3:19])[CH2:13][C:1]#[N:2])([CH3:7])([CH3:6])[CH3:5] |f:0.1,3.4|. Reported procedure: Sodium cyanide (48.92 g, 0.421 mol) was added to dimethylformamide (DMF) (420 mL) and the mixture was stirred at 35° C. for 30 minutes. Tetrabutylammonium bromide (5.22 g, 0.016 mol) was added and the reaction mixture was stirred for an additional 2 h at 35° C. Methanesulfonic acid 2-(S)-tert-butoxycarbonylamino-propyl ester (82.03 g, 0.324 mol) was added and the reaction mixture was stirred at 35° C. overnight. Add an additional 5.22 g of tetrabutylammonium bromide (0.016 mol) was added and sti... Starting materials: C1(CC1)NC1=C(C(=NC(=C1C(=O)OC)C(F)F)C(F)(F)F)C(=O)OCC (3-Ethyl 5-methyl 4-(cyclopropylamino)-6-(di-fluoromethyl)-2-(trifluoromethyl)-3,5-pyridinedicar-boxylate), FC(C(=O)O)(F)F (trifluoroacetic acid). Reagents/catalysts: [Zn] (zinc). Solvent: C(Cl)Cl (CH2Cl2). The product is C1(CC1)NC1=C(C(=NC(=C1C(=O)OC)C)C(F)(F)F)C(=O)OCC (3-Ethyl 5-methyl 4-cyclopropylamino-6-methyl-2-(trifluoromethyl)-3,5-pyridinedicarboxylate). Isolated yield 58.7%. RXN SMILES: [CH:1]1([NH:4][C:5]2[C:10]([C:11]([O:13][CH3:14])=[O:12])=[C:9]([CH:15](F)F)[N:8]=[C:7]([C:18]([F:21])([F:20])[F:19])[C:6]=2[C:22]([O:24][CH2:25][CH3:26])=[O:23])[CH2:3][CH2:2]1.FC(F)(F)C(O)=O>C(Cl)Cl.[Zn]>[CH:1]1([NH:4][C:5]2[C:10]([C:11]([O:13][CH3:14])=[O:12])=[C:9]([CH3:15])[N:8]=[C:7]([C:18]([F:20])([F:21])[F:19])[C:6]=2[C:22]([O:24][CH2:25][CH3:26])=[O:23])[CH2:3][CH2:2]1. Reported procedure: This compound was prepared as described in Example 85: 17 g (0.264 mol) of zinc dust, 4.76 g (0.012 mol) of product of Example 56 and 17 ml of trifluoroacetic acid in 100 ml of CH2Cl2 were reacted affording 2.44 g (59%) of product after kugelrohr distillation at 100°-140° C./53 Pa as a light yellow oil, nD25 1.5032. Starting materials: FC(C(=O)O)(CC(=O)O)F (2,2-difluorosuccinic acid), C1(CCCCC1)N=C=NC1CCCCC1 (1,3-dicyclohexylcarbodiimide). Run in C1CCOC1 (THF). Run at time 3 hour. Yields the product COC(C(CC(=O)O)(F)F)=O (2,2-difluorosuccinic acid 1-methyl ester). Yield: 77.9%. Reaction SMILES: [F:1][C:2]([F:10])([CH2:6][C:7]([OH:9])=[O:8])[C:3]([OH:5])=[O:4].[CH:11]1(N=C=NC2CCCCC2)CCCCC1>C1COCC1>[CH3:11][O:4][C:3](=[O:5])[C:2]([F:10])([F:1])[CH2:6][C:7]([OH:9])=[O:8]. Procedure: Commercially available 2,2-difluorosuccinic acid (8.0 g, 51.9 mmol) was dissolved in THF and cooled on ice before addition of 1,3-dicyclohexylcarbodiimide (11.8 g, 57.2 mmol). The mixture was stirred at room temperature for 3 hours, cooled and filtered. The filtrate was concentrated in vacuo. The residue was stirred with methanol (50 ml) for 3 hours at room temperature and then solvents were removed in vacuo to afford the crude ester as an oil (8.4 g). The oil was purified by column chromatograp... Reactants: CN1CCN(CC1)CC1=CC=C(C=C1)[N+](=O)[O-] (1-Methyl-4-(4-nitro-benzyl)-piperazine), CO (Methanol), [H][H] (hydrogen). The reagents and catalysts are [Pd] (Palladium on Carbon). The product is CN1CCN(CC1)CC1=CC=C(C=C1)N (4-(4-Methyl-piperazin-1-ylmethyl)-phenylamine). The yield is 93.1%. Reaction SMILES: [CH3:1][N:2]1[CH2:7][CH2:6][N:5]([CH2:8][C:9]2[CH:14]=[CH:13][C:12]([N+:15]([O-])=O)=[CH:11][CH:10]=2)[CH2:4][CH2:3]1.CO.[H][H]>[Pd]>[CH3:1][N:2]1[CH2:7][CH2:6][N:5]([CH2:8][C:9]2[CH:14]=[CH:13][C:12]([NH2:15])=[CH:11][CH:10]=2)[CH2:4][CH2:3]1. Procedure details: 1-Methyl-4-(4-nitro-benzyl)-piperazine (3.70 g, 15.7 mmol) was dissolved in Methanol (40.0 mL, 987 mmol) and was carefully added to a Parr vessel containing 10% Palladium on Carbon (1.00 g, 74.9 mmol) under nitrogen. The mixture was then placed on a Parr hydrogenation apparatus and was allowed to shake at 55 psi until uptake of hydrogen ceased. The catalyst was then filtered to afford 3.00 g of 4-(4-Methyl-piperazin-1-ylmethyl)-phenylamine without further purification. (M+H)=205.96.